From a dataset of the Open Reaction Database (ORD), a public repository of structured organic reaction records. describe an organic reaction: reactants, conditions, products, and yield Starting materials: CCOC(=O)c1ccc2ncc(S(C)(=O)=O)c(Cl)c2c1, CC[O-], [Na+]. Product: CCOC(=O)c1ccc2ncc(S(C)(=O)=O)c(OCC)c2c1. As a reaction SMILES: [CH2:1]([CH3:2])[O:3][C:4](=[O:5])[c:6]1[cH:7][c:8]2[c:9]([Cl:20])[c:10]([S:16](=[O:17])(=[O:18])[CH3:19])[cH:11][n:12][c:13]2[cH:14][cH:15]1.[CH3:22][CH2:23][O-:24].[Na+:21]>>[CH2:1]([CH3:2])[O:3][C:4](=[O:5])[c:6]1[cH:7][c:8]2[c:9]([O:24][CH2:23][CH3:22])[c:10]([S:16](=[O:17])(=[O:18])[CH3:19])[cH:11][n:12][c:13]2[cH:14][cH:15]1.